From a dataset of the Open Reaction Database (ORD), a public repository of structured organic reaction records. describe an organic reaction: reactants, conditions, products, and yield The reactants are FCCCBr (3-fluorobromopropane), C1(=CC=CC=C1)P(C1=CC=CC=C1)C1=CC=CC=C1 (triphenylphosphine). Run in C1(=CC=CC=C1)C (toluene). Yields the product [Br-].FCCCP(C1=CC=CC=C1)(C1=CC=CC=C1)C1=CC=CC=C1 (3-fluoropropyltriphenylphosphine bromide). The yield is 85.2%. RXN SMILES: [F:1][CH2:2][CH2:3][CH2:4][Br:5].[C:6]1([P:12]([C:19]2[CH:24]=[CH:23][CH:22]=[CH:21][CH:20]=2)[C:13]2[CH:18]=[CH:17][CH:16]=[CH:15][CH:14]=2)[CH:11]=[CH:10][CH:9]=[CH:8][CH:7]=1>C1(C)C=CC=CC=1>[Br-:5].[F:1][CH2:2][CH2:3][CH2:4][PH:12]([C:13]1[CH:14]=[CH:15][CH:16]=[CH:17][CH:18]=1)([C:19]1[CH:24]=[CH:23][CH:22]=[CH:21][CH:20]=1)[C:6]1[CH:7]=[CH:8][CH:9]=[CH:10][CH:11]=1 |f:3.4|. Procedure: To 3 l of toluene was dissolved 200.0 g (1.42 mol) of 3-fluorobromopropane, 372 g (1.42 mol) of triphenylphosphine was added thereto, and refluxed for 15 hours. Deposited crystals were filtered off and subjected to suction drying to obtain 486 g (1.21 mol) of 3-fluoropropyltriphenylphosphine bromide. Yield of this compound from 3-fluorobromopropane was 85.2%. The reactants are C=CCOC(C)=O, CCNC(=O)N(CCCN(C)C)C(=O)C1CNC2Cc3c[nH]c4cccc(c34)C2C1, Cc1ccccc1, c1ccc(P(c2ccccc2)(c2ccccc2)[Pd](P(c2ccccc2)(c2ccccc2)c2ccccc2)(P(c2ccccc2)(c2ccccc2)c2ccccc2)P(c2ccccc2)(c2ccccc2)c2ccccc2)cc1. The product is C=CCN1CC(C(=O)N(CCCN(C)C)C(=O)NCC)CC2c3cccc4[nH]cc(c34)CC21. Reaction SMILES: [C:31]([O:32][CH2:35][CH:36]=[CH2:37])(=[O:33])[CH3:34].[CH3:1][N:2]([CH2:3][CH2:4][CH2:5][N:6]([C:7](=[O:8])[CH:9]1[CH2:10][NH:11][CH:12]2[CH2:13][c:14]3[cH:15][nH:16][c:17]4[cH:18][cH:19][cH:20][c:21]([c:24]34)[CH:22]2[CH2:23]1)[C:25](=[O:26])[NH:27][CH2:28][CH3:29])[CH3:30].[CH3:38][c:39]1[cH:40][cH:41][cH:42][cH:43][cH:44]1.[cH:45]1[cH:46][cH:47][c:48]([P:49]([Pd:50]([P:51]([c:52]2[cH:53][cH:54][cH:55][cH:56][cH:57]2)([c:58]2[cH:59][cH:60][cH:61][cH:62][cH:63]2)[c:64]2[cH:65][cH:66][cH:67][cH:68][cH:69]2)([P:70]([c:71]2[cH:72][cH:73][cH:74][cH:75][cH:76]2)([c:77]2[cH:78][cH:79][cH:80][cH:81][cH:82]2)[c:83]2[cH:84][cH:85][cH:86][cH:87][cH:88]2)[P:89]([c:90]2[cH:91][cH:92][cH:93][cH:94][cH:95]2)([c:96]2[cH:97][cH:98][cH:99][cH:100][cH:101]2)[c:102]2[cH:103][cH:104][cH:105][cH:106][cH:107]2)([c:108]2[cH:109][cH:110][cH:111][cH:112][cH:113]2)[c:114]2[cH:115][cH:116][cH:117][cH:118][cH:119]2)[cH:120][cH:121]1>>[CH3:1][N:2]([CH2:3][CH2:4][CH2:5][N:6]([C:7](=[O:8])[CH:9]1[CH2:10][N:11]([CH2:37][CH:36]=[CH2:35])[CH:12]2[CH2:13][c:14]3[cH:15][nH:16][c:17]4[cH:18][cH:19][cH:20][c:21]([c:24]34)[CH:22]2[CH2:23]1)[C:25](=[O:26])[NH:27][CH2:28][CH3:29])[CH3:30]. Reactants: COC(CC1=C(C(=C(C=C1)C#N)F)Cl)=O (methyl(2-chloro-4-cyano-3-fluorophenyl)acetate), [BH4-].[Li+] (lithium borohydride). Run in C1CCOC1 (THF), C1CCOC1 (THF). Run at time 8 hour. The product is ClC=1C(=C(C#N)C=CC1CCO)F (3-Chloro-2-fluoro-4-(2-hydroxyethyl)benzonitrile). RXN SMILES: C[O:2][C:3](=O)[CH2:4][C:5]1[CH:10]=[CH:9][C:8]([C:11]#[N:12])=[C:7]([F:13])[C:6]=1[Cl:14].[BH4-].[Li+]>C1COCC1>[Cl:14][C:6]1[C:7]([F:13])=[C:8]([CH:9]=[CH:10][C:5]=1[CH2:4][CH2:3][OH:2])[C:11]#[N:12] |f:1.2|. Reported procedure: A suspension of methyl(2-chloro-4-cyano-3-fluorophenyl)acetate (400 mg, 1.8 mmol) in THF (5 mL) was treated with lithium borohydride solution in THF (2M, 1.1 mL, 2.2 mmol) and the reaction was stirred overnight at room temperature. The reaction was quenched with 2N HCl and the mixture was partitioned with ethyl acetate and water. The aqueous was extracted again with ethyl acetate and the organic layers were washed with brine, dried over sodium sulfate and evaporated. The residue was purified on ...